The task is: describe an organic reaction: reactants, conditions, products, and yield. This data is from the Open Reaction Database (ORD), a public repository of structured organic reaction records. Reactants: C(CCC)OCCOC1=CC=C(C=C1)C=1C=CC2=C(C=C(CCCCN2CCC)C(=O)OC)C1 (methyl 9-(4-(2-butoxyethoxy)phenyl)-1-propyl-2,3,4,5-tetrahydro-1H-1-benzoazonin-6-carboxylate), Cl (hydrochloric acid), O1CCCC1 (tetrahydrofuran), [OH-].[Na+] (sodium hydroxide). The solvent is O (water), CO (methanol). Conditions: temperature 90 celsius, time 7 hour. The product is C(CCC)OCCOC1=CC=C(C=C1)C=1C=CC2=C(C=C(CCCCN2CCC)C(=O)O)C1 (9-(4-(2-butoxyethoxy)phenyl)-1-propyl-2,3,4,5-tetrahydro-1H-1-benzoazonin-6-carboxylic acid). Yield: 52.5%. RXN SMILES: [CH2:1]([O:5][CH2:6][CH2:7][O:8][C:9]1[CH:14]=[CH:13][C:12]([C:15]2[CH:16]=[CH:17][C:18]3[N:26]([CH2:27][CH2:28][CH3:29])[CH2:25][CH2:24][CH2:23][CH2:22][C:21]([C:30]([O:32]C)=[O:31])=[CH:20][C:19]=3[CH:34]=2)=[CH:11][CH:10]=1)[CH2:2][CH2:3][CH3:4].O1CCCC1.[OH-].[Na+].Cl>O.CO>[CH2:1]([O:5][CH2:6][CH2:7][O:8][C:9]1[CH:10]=[CH:11][C:12]([C:15]2[CH:16]=[CH:17][C:18]3[N:26]([CH2:27][CH2:28][CH3:29])[CH2:25][CH2:24][CH2:23][CH2:22][C:21]([C:30]([OH:32])=[O:31])=[CH:20][C:19]=3[CH:34]=2)=[CH:13][CH:14]=1)[CH2:2][CH2:3][CH3:4] |f:2.3|. Reported procedure: To methyl 9-(4-(2-butoxyethoxy)phenyl)-1-propyl-2,3,4,5-tetrahydro-1H-1-benzoazonin-6-carboxylate (2.1 g) was incorporated with tetrahydrofuran (27 ml) and methanol (27 ml), followed by adding aqueous 1N sodium hydroxide solution (9 ml), and the mixture was stirred at 90° C. for 7 hours. After cooling to 0° C., water was added and the mixture was neutralized with 1N hydrochloric acid. After extracting with ethyl acetate, the organic layer was washed with saturated brine, and dried with magnesium...